This data is from the Open Reaction Database (ORD), a public repository of structured organic reaction records. The task is: describe an organic reaction: reactants, conditions, products, and yield Starting materials: NC1=C(C(=O)OC)C=CC(=C1)C(=O)OC (dimethyl 2-aminoterephthalate), C1CC(=O)N(C1=O)Cl (NCS), C(Cl)(Cl)(Cl)Cl (CCl4). Reaction conditions: temperature 80 celsius. The product is NC1=C(C(=O)OC)C=C(C(=C1Cl)C(=O)OC)Cl (dimethyl 2-amino-3,5-dichloroterephthalate). The yield is 97.0%. Reaction SMILES: [NH2:1][C:2]1[CH:11]=[C:10]([C:12]([O:14][CH3:15])=[O:13])C=[CH:8][C:3]=1[C:4]([O:6][CH3:7])=[O:5].C1C(=O)N([Cl:23])C(=O)C1.[C:24]([Cl:28])(Cl)(Cl)Cl>>[NH2:1][C:2]1[C:11]([Cl:23])=[C:10]([C:12]([O:14][CH3:15])=[O:13])[C:24]([Cl:28])=[CH:8][C:3]=1[C:4]([O:6][CH3:7])=[O:5]. Procedure details: To a solution of dimethyl 2-aminoterephthalate (500 g, 2.39 mol) in CCl4 (4 L) at 60° C. was slowly added NCS (957 g, 7.17 mol). The reaction mixture was heated at 80° C. for 16 hours, cooled to room temperature and filtered. The solid was washed with dichloromethane (2×500 mL) and the combined organic solution was washed with 1 N NaOH (2×3 L), water (3 L) and brine (1 L). The mixture was dried over Na2SO4, and concentrated under reduced pressure to afford dimethyl 2-amino-3,5-dichloroterephthal... Starting materials: OP(=O)(O)[O-].[K+] (potassium acid phosphate), C[N+]1(CCOCC1)[O-] (4-methyl morpholine oxide), CS(=O)C (dimethylsulphoxide), BrCC1=CC(=NO1)C(O)C#C (5-(bromomethyl) alpha-ethynyl 3-isoxazol methanol). The solvent is C(Cl)Cl (methylene chloride), C(Cl)Cl (methylene chloride). Conditions: time 5 hour. Product: OC(C#C)C1=NOC(=C1)C=O (3-(1-hydroxy-propynyl) isoxazol-5-carboxaldehyde). Yield: 292.3%. As a reaction SMILES: C[N+]1([O-])CC[O:5]CC1.CS(C)=O.Br[CH2:14][C:15]1[O:19][N:18]=[C:17]([CH:20]([C:22]#[CH:23])[OH:21])[CH:16]=1.OP([O-])(O)=O.[K+]>C(Cl)Cl>[OH:21][CH:20]([C:17]1[CH:16]=[C:15]([CH:14]=[O:5])[O:19][N:18]=1)[C:22]#[CH:23] |f:3.4|. Procedure: 9.8 g of 4-methyl morpholine oxide, 68 cm3 of dimethylsulphoxide and 34 cm3 of methylene chloride are added at 0° C. to a solution containing 4 g of the product prepared in Stage C and 30 cm3 of methylene chloride. The mixture is allowed to return to 20° C. and agitated for 5 hours. It is poured into an aqueous solution of potassium acid phosphate. Extraction is carried out with ethyl acetate, the extracts are dried, filtered and brought to dryness. 8.18 g of product is obtained which is chromat... Reactants: CO (methanol), O1CCOC2=C1C=CC(=C2)CNC2CCN(CC2)CCN2C(C(=CC1=CC=C(C=C21)OC)C(=O)OC)=O (methyl 1-(2-(4-((2,3-dihydro-1,4-benzodioxin-6-ylmethyl)amino)piperidin-1-yl)ethyl)-7-methoxy-2-oxo-1,2-dihydroquinoline-3-carboxylate), [OH-].[Na+] (sodium hydroxide). Run in O (water). Run at time 1 hour. Yields the product O1CCOC2=C1C=CC(=C2)CNC2CCN(CC2)CCN2C(C(=CC1=CC=C(C=C21)OC)C(=O)O)=O (1-(2-(4-((2,3-dihydro-1,4-benzodioxin-6-ylmethyl)amino)piperidin-1-yl)ethyl)-7-methoxy-2-oxo-1,2-dihydroquinoline-3-carboxylic acid). Isolated yield 77.1%. RXN SMILES: CO.[O:3]1[C:8]2[CH:9]=[CH:10][C:11]([CH2:13][NH:14][CH:15]3[CH2:20][CH2:19][N:18]([CH2:21][CH2:22][N:23]4[C:32]5[C:27](=[CH:28][CH:29]=[C:30]([O:33][CH3:34])[CH:31]=5)[CH:26]=[C:25]([C:35]([O:37]C)=[O:36])[C:24]4=[O:39])[CH2:17][CH2:16]3)=[CH:12][C:7]=2[O:6][CH2:5][CH2:4]1.[OH-].[Na+]>O>[O:3]1[C:8]2[CH:9]=[CH:10][C:11]([CH2:13][NH:14][CH:15]3[CH2:16][CH2:17][N:18]([CH2:21][CH2:22][N:23]4[C:32]5[C:27](=[CH:28][CH:29]=[C:30]([O:33][CH3:34])[CH:31]=5)[CH:26]=[C:25]([C:35]([OH:37])=[O:36])[C:24]4=[O:39])[CH2:19][CH2:20]3)=[CH:12][C:7]=2[O:6][CH2:5][CH2:4]1 |f:2.3|. Procedure: To 1 mL of a methanol solution containing 0.20 g of methyl 1-(2-(4-((2,3-dihydro-1,4-benzodioxin-6-ylmethyl)amino)piperidin-1-yl)ethyl)-7-methoxy-2-oxo-1,2-dihydroquinoline-3-carboxylate, 0.5 mL of 20% aqueous sodium hydroxide solution was added and stirred for 1 hour. 3 mL of water was added, removed methanol under reduced pressure, adjusted to pH 6.0 with 6 mol/L hydrochloric acid, and the resulting solid was filtered to afford 0.15 g of 1-(2-(4-((2,3-dihydro-1,4-benzodioxin-6-ylmethyl)amino)p... Reactants: CO, CC(C)(C)OC(=O)N1CCCC(CN2CCC(C(=O)Nc3ccc(Cl)c(Cl)c3)CC2)C1, Cl, C1COCCO1. Reaction SMILES: [CH3:33][OH:34].[Cl:1][c:2]1[cH:3][c:4]([NH:9][C:10](=[O:11])[CH:12]2[CH2:13][CH2:14][N:15]([CH2:18][CH:19]3[CH2:20][N:21]([C:25]([O:26][C:27]([CH3:28])([CH3:29])[CH3:30])=[O:31])[CH2:22][CH2:23][CH2:24]3)[CH2:16][CH2:17]2)[cH:5][cH:6][c:7]1[Cl:8].[ClH:32].[O:35]1[CH2:36][CH2:37][O:38][CH2:39][CH2:40]1>>[Cl:1][c:2]1[cH:3][c:4]([NH:9][C:10](=[O:11])[CH:12]2[CH2:13][CH2:14][N:15]([CH2:18][CH:19]3[CH2:20][NH:21][CH2:22][CH2:23][CH2:24]3)[CH2:16][CH2:17]2)[cH:5][cH:6][c:7]1[Cl:8]. Yields the product O=C(Nc1ccc(Cl)c(Cl)c1)C1CCN(CC2CCCNC2)CC1. The reactants are C(=O)C1=C(N=C2N1C=CC=C2)C(=O)OCC (ethyl 3-formyl-imidazolo[1,2-a]pyridine-2-carboxylate), COC1=C(C=C(C=C1)OC)[Mg]Br (2,5-dimethoxyphenylmagnesium bromide). Solvent: C1CCOC1 (THF), C1CCOC1 (THF), C(=O)(O)[O-].[Na+] (NaHCO3). Conditions: time 3 hour. The product is COC1=C(C=C(C=C1)OC)C(C1=C(N=C2N1C=CC=C2)C(=O)OCC)O (ethyl 3-[(2,5-dimethoxyphenyl)hydroxymethyl]-imidazolo[1,2-a]pyridine-2-carboxylate). The yield is 56.1%. Reaction SMILES: [CH:1]([C:3]1[N:7]2[CH:8]=[CH:9][CH:10]=[CH:11][C:6]2=[N:5][C:4]=1[C:12]([O:14][CH2:15][CH3:16])=[O:13])=[O:2].[CH3:17][O:18][C:19]1[CH:24]=[CH:23][C:22]([O:25][CH3:26])=[CH:21][C:20]=1[Mg]Br>C1COCC1.C([O-])(O)=O.[Na+]>[CH3:17][O:18][C:19]1[CH:24]=[CH:23][C:22]([O:25][CH3:26])=[CH:21][C:20]=1[CH:1]([OH:2])[C:3]1[N:7]2[CH:8]=[CH:9][CH:10]=[CH:11][C:6]2=[N:5][C:4]=1[C:12]([O:14][CH2:15][CH3:16])=[O:13] |f:3.4|. Reported procedure: A solution of 872 mg (4.0 mmol) of ethyl 3-formyl-imidazolo[1,2-a]pyridine-2-carboxylate in 40 mL THF is treated at −50° C. with 4 mL (4.0 mmol) 1M 2,5-dimethoxyphenylmagnesium bromide in THF. The temperature is allowed to reach −10° C. over 3 hr, diluted with 25 mL sat. NaHCO3 and extracted with 3×50 mL ethyl acetate. The combined organics are washed with 50 mL water and 50 mL brine. The resulting organic layer is dried over anhydrous MgSO4 and the solvent removed in vacuo. The residue is flash...